From a dataset of the Open Reaction Database (ORD), a public repository of structured organic reaction records. describe an organic reaction: reactants, conditions, products, and yield The reactants are ClB(Cl)Cl, CCCC[N+](CCCC)(CCCC)CCCC, CCCN(C1CCN(C(=O)N2CCOCC2)CC1)C1CCc2ccc(OC)cc2C1, ClCCl, [I-]. Yields the product CCCN(C1CCN(C(=O)N2CCOCC2)CC1)C1CCc2ccc(O)cc2C1. RXN SMILES: [B:31]([Cl:32])([Cl:33])[Cl:34].[CH2:36]([N+:37]([CH2:38][CH2:39][CH2:40][CH3:41])([CH2:42][CH2:43][CH2:44][CH3:45])[CH2:46][CH2:47][CH2:48][CH3:49])[CH2:50][CH2:51][CH3:52].[CH3:1][O:2][c:3]1[cH:4][cH:5][c:6]2[c:11]([cH:12]1)[CH2:10][CH:9]([N:13]([CH:14]1[CH2:15][CH2:16][N:17]([C:20](=[O:21])[N:22]3[CH2:23][CH2:24][O:25][CH2:26][CH2:27]3)[CH2:18][CH2:19]1)[CH2:28][CH2:29][CH3:30])[CH2:8][CH2:7]2.[Cl:53][CH2:54][Cl:55].[I-:35]>>[OH:2][c:3]1[cH:4][cH:5][c:6]2[c:11]([cH:12]1)[CH2:10][CH:9]([N:13]([CH:14]1[CH2:15][CH2:16][N:17]([C:20](=[O:21])[N:22]3[CH2:23][CH2:24][O:25][CH2:26][CH2:27]3)[CH2:18][CH2:19]1)[CH2:28][CH2:29][CH3:30])[CH2:8][CH2:7]2. Reactants: CCOCCn1c(N2CCCN(CCC3(c4ccccc4)CCNC3)CC2)nc2ccccc21, CCN=C=NCCCN(C)C, CS(=O)c1ccc(-n2cnnn2)cc1C(=O)O, CCOC(C)=O, CCN(C(C)C)C(C)C, ClCCl, Cl, Cl, O, On1nnc2ccccc21. The product is CCOCCn1c(N2CCCN(CCC3(c4ccccc4)CCN(C(=O)c4cc(-n5cnnn5)ccc4S(C)=O)C3)CC2)nc2ccccc21. As a reaction SMILES: [CH2:2]([CH3:3])[O:4][CH2:5][CH2:6][n:7]1[c:8]([N:16]2[CH2:17][CH2:18][N:19]([CH2:23][CH2:24][C:25]3([c:30]4[cH:31][cH:32][cH:33][cH:34][cH:35]4)[CH2:26][NH:27][CH2:28][CH2:29]3)[CH2:20][CH2:21][CH2:22]2)[n:9][c:10]2[c:11]1[cH:12][cH:13][cH:14][cH:15]2.[CH2:65]([N:66]=[C:67]=[N:68][CH2:69][CH2:70][CH2:71][N:72]([CH3:73])[CH3:74])[CH3:75].[CH3:36][S:37](=[O:38])[c:39]1[c:40]([C:41](=[O:42])[OH:43])[cH:44][c:45](-[n:48]2[n:49][n:50][n:51][cH:52]2)[cH:46][cH:47]1.[CH3:85][CH2:86][O:87][C:88](=[O:89])[CH3:90].[CH:76]([N:77]([CH2:78][CH3:79])[CH:80]([CH3:81])[CH3:82])([CH3:83])[CH3:84].[Cl:91][CH2:92][Cl:93].[ClH:1].[ClH:64].[OH2:53].[OH:54][n:55]1[c:56]2[cH:57][cH:58][cH:59][cH:60][c:61]2[n:62][n:63]1>>[CH2:2]([CH3:3])[O:4][CH2:5][CH2:6][n:7]1[c:8]([N:16]2[CH2:17][CH2:18][N:19]([CH2:23][CH2:24][C:25]3([c:30]4[cH:31][cH:32][cH:33][cH:34][cH:35]4)[CH2:26][N:27]([C:41]([c:40]4[c:39]([S:37]([CH3:36])=[O:38])[cH:47][cH:46][c:45](-[n:48]5[n:49][n:50][n:51][cH:52]5)[cH:44]4)=[O:42])[CH2:28][CH2:29]3)[CH2:20][CH2:21][CH2:22]2)[n:9][c:10]2[c:11]1[cH:12][cH:13][cH:14][cH:15]2. The reactants are ClC1=CC=C(N=N1)N1C[C@@H](CC1)O ((R)-1-(6-Chloropyridazin-3-yl)pyrrolidin-3-ol), [Si](C)(C)(C(C)(C)C)Cl (t-butyldimethylsilyl chloride), N1C=NC=C1 (imidazole). The solvent is CN(C)C=O (DMF). Conditions: time 6 hour. The product is [Si](C)(C)(C(C)(C)C)O[C@H]1CN(CC1)C=1N=NC(=CC1)Cl ((R)-3-(3-(tert-butyldimethylsilyloxy)pyrrolidin-1-yl)-6-chloropyridazine). Yield: 84.9%. RXN SMILES: [Cl:1][C:2]1[N:7]=[N:6][C:5]([N:8]2[CH2:12][CH2:11][C@@H:10]([OH:13])[CH2:9]2)=[CH:4][CH:3]=1.[Si:14](Cl)([C:17]([CH3:20])([CH3:19])[CH3:18])([CH3:16])[CH3:15].N1C=CN=C1>CN(C=O)C>[Si:14]([O:13][C@@H:10]1[CH2:11][CH2:12][N:8]([C:5]2[N:6]=[N:7][C:2]([Cl:1])=[CH:3][CH:4]=2)[CH2:9]1)([C:17]([CH3:20])([CH3:19])[CH3:18])([CH3:16])[CH3:15]. Procedure: To a solution of compound 27 (815 mg, 4.08 mmol) in DMF (15 mL) were added t-butyldimethylsilyl chloride (738 mg, 4.9 mmol) and imidazole (556 mg, 8.16 mmol). The thus obtained solution was stirred at room temperature for 6 h. The reaction mixture was concentrated and the residue was purified by chromatography on silica gel eluting with 15% to 50% to give the compound 28 as a white solid (1.087 g, 85%). LCMS-ESI (POS), M/Z, M+1: Found 314.1, Calculated 314.1. Reactants: CN(C)C1(c2ccc(F)cc2)CCC(=CC(=O)NCCc2c[nH]c3ccccc23)CC1, CCC(C)=O, C[Si](C)(C)Cl. Product: CN(C)C1(c2ccc(F)cc2)CCC(=CC(=O)NCCc2c[nH]c3ccccc23)CC1, Cl. RXN SMILES: [CH3:1][N:2]([C:3]1([c:24]2[cH:25][cH:26][c:27]([F:30])[cH:28][cH:29]2)[CH2:4][CH2:5][C:6](=[CH:9][C:10](=[O:11])[NH:12][CH2:13][CH2:14][c:15]2[cH:16][nH:17][c:18]3[cH:19][cH:20][cH:21][cH:22][c:23]23)[CH2:7][CH2:8]1)[CH3:31].[CH3:37][C:38]([CH2:39][CH3:40])=[O:41].[Cl:32][Si:33]([CH3:34])([CH3:35])[CH3:36]>>[CH3:1][N:2]([C:3]1([c:24]2[cH:25][cH:26][c:27]([F:30])[cH:28][cH:29]2)[CH2:4][CH2:5][C:6](=[CH:9][C:10](=[O:11])[NH:12][CH2:13][CH2:14][c:15]2[cH:16][nH:17][c:18]3[cH:19][cH:20][cH:21][cH:22][c:23]23)[CH2:7][CH2:8]1)[CH3:31].[ClH:32]. Starting materials: FC=1C=C(C=C(C1)C(F)(F)F)NC(=O)N (1-(3-fluoro-5-(trifluoromethyl)phenyl)urea), C(#N)C1=CC=C(C=C1)C(NC(=O)NC1=CC(=C(C=C1)F)C(F)(F)F)C1=C(CCCC1=O)O (1-((4-cyanophenyl)(2-hydroxy-6-oxocyclohex-1-enyl)methyl)-3-(4-fluoro-3-(trifluoromethyl)phenyl)urea), C(#N)C1=CC=C(C=C1)C(NC(=O)NC1=CC(=C(C=C1)F)C(F)(F)F)C1=C(CCCC1=O)O (1-((4-cyanophenyl)(2-hydroxy-6-oxocyclohex-1-enyl)methyl)-3-(4-fluoro-3-(trifluoromethyl)phenyl)urea), FC=1C=C(C=C(C1)C(F)(F)F)NC(=O)N (1-(3-fluoro-5-(trifluoromethyl)phenyl)urea). Product: C(#N)C1=CC=C(C=C1)C(NC(=O)NC1=CC(=CC(=C1)C(F)(F)F)F)C1=C(CCCC1=O)O (1-((4-Cyanophenyl)(2-hydroxy-6-oxocyclohex-1-enyl)methyl)-3-(3-fluoro-5-(trifluoromethyl)phenyl)urea). RXN SMILES: [C:1]([C:3]1[CH:8]=[CH:7][C:6]([CH:9]([C:25]2[C:30](=[O:31])[CH2:29][CH2:28][CH2:27][C:26]=2[OH:32])[NH:10][C:11]([NH:13][C:14]2[CH:19]=[CH:18][C:17](F)=[C:16]([C:21]([F:24])([F:23])[F:22])[CH:15]=2)=[O:12])=[CH:5][CH:4]=1)#[N:2].[F:33]C1C=C(NC(N)=O)C=C(C(F)(F)F)C=1>>[C:1]([C:3]1[CH:8]=[CH:7][C:6]([CH:9]([C:25]2[C:30](=[O:31])[CH2:29][CH2:28][CH2:27][C:26]=2[OH:32])[NH:10][C:11]([NH:13][C:14]2[CH:15]=[C:16]([C:21]([F:24])([F:22])[F:23])[CH:17]=[C:18]([F:33])[CH:19]=2)=[O:12])=[CH:5][CH:4]=1)#[N:2]. Reported procedure: The title compound is prepared in analogy to 1-((4-cyanophenyl)(2-hydroxy-6-oxocyclohex-1-enyl)methyl)-3-(4-fluoro-3-(trifluoromethyl)phenyl)urea (intermediate 44), using 1-(3-fluoro-5-(trifluoromethyl)phenyl)urea (intermediate 43, 630 mg, 1.99 mmol) as starting material. Yield: 378 mg; ESI mass spectrum [M+H]+=448; Retention time HPLC: 1.07 min (Z018_S04).